This data is from the Open Reaction Database (ORD), a public repository of structured organic reaction records. The task is: describe an organic reaction: reactants, conditions, products, and yield Starting materials: CO, Cc1cc(Cl)c(N=C2NCCN2)c([N+](=O)[O-])c1, [H][H]. Product: Cc1cc(N)c(N=C2NCCN2)c(Cl)c1. Reaction SMILES: [CH3:20][OH:21].[Cl:1][c:2]1[c:3]([N:12]=[C:13]2[NH:14][CH2:15][CH2:16][NH:17]2)[c:4]([N+:9]([O-:10])=[O:11])[cH:5][c:6]([CH3:8])[cH:7]1.[H:18][H:19]>>[Cl:1][c:2]1[c:3]([N:12]=[C:13]2[NH:14][CH2:15][CH2:16][NH:17]2)[c:4]([NH2:9])[cH:5][c:6]([CH3:8])[cH:7]1. The reactants are ClC1=C(O)C(=CC(=C1O)[N+](=O)[O-])[N+](=O)[O-] (2-chloro-4,6-dinitroresorcinol), CC(=O)[O-].[Na+] (NaOAc), Cl (HCl), Cl[Sn]Cl (SnCl2), [H][H] (hydrogen). The reagents and catalysts are [Pd] (palladium). The solvent is O (H2O), C(C)(=O)O (acetic acid), O (H2O). Product: Cl.Cl.NC1=CC(=C(C=C1O)O)N (diaminoresorcinol dihydrochloride). As a reaction SMILES: [Cl:1][C:2]1[C:8]([OH:9])=[C:7]([N+:10]([O-])=O)[CH:6]=[C:5]([N+:13]([O-])=O)[C:3]=1[OH:4].CC([O-])=O.[Na+].[H][H].Cl.[Cl:24][Sn]Cl>O.[Pd].C(O)(=O)C>[ClH:1].[ClH:24].[NH2:10][C:7]1[C:8]([OH:9])=[CH:2][C:3]([OH:4])=[C:5]([NH2:13])[CH:6]=1 |f:1.2,9.10.11|. Reported procedure: A one-liter Hastalloy C autoclave equipped with a gas dispersion stirrer and cooling coil is charged with 117.3 g (0.5 mole) of 2-chloro-4,6-dinitroresorcinol, 400 ml of glacial acetic acid, 41 g (0.5 mole) of NaOAc, 7.0 g of 10 percent palladium over carbon and 100 mL of H2O. The sealed reactor is charged with 400 psi of H2 and the temperature is brought to 40° C. and maintained between 40° C. and 50° C. during the course of the reaction. After a brief induction period, the uptake of hydrogen b... Starting materials: C(C#C)=C1CCN(CC1)C(=O)OC(C)(C)C (tert-Butyl 4-prop-2-ynylidenepiperidine-1-carboxyate), BrC=1C=NC=C(C#N)C1 (5-bromonicotinonitrile). The reagents and catalysts are C1=CC=C(C=C1)P(C2=CC=CC=C2)C3=CC=CC=C3.C1=CC=C(C=C1)P(C2=CC=CC=C2)C3=CC=CC=C3.Cl[Pd]Cl (bis(triphenylphosphine)palladium(II)dichloride), [Cu]I (CuI). Run at temperature 80 celsius. The product is C(#N)C=1C=C(C=NC1)C#CC=C1CCN(CC1)C(=O)OC(C)(C)C (tert-Butyl 4-[3-(5-cyanopyridin-3-yl)prop-2-ynylidene]piperidine-1-carboxylate). Isolated yield 100.0%. As a reaction SMILES: [CH:1](=[C:4]1[CH2:9][CH2:8][N:7]([C:10]([O:12][C:13]([CH3:16])([CH3:15])[CH3:14])=[O:11])[CH2:6][CH2:5]1)[C:2]#[CH:3].Br[C:18]1[CH:19]=[N:20][CH:21]=[C:22]([CH:25]=1)[C:23]#[N:24]>C1C=CC(P(C2C=CC=CC=2)C2C=CC=CC=2)=CC=1.C1C=CC(P(C2C=CC=CC=2)C2C=CC=CC=2)=CC=1.Cl[Pd]Cl.[Cu]I>[C:23]([C:22]1[CH:25]=[C:18]([C:3]#[C:2][CH:1]=[C:4]2[CH2:9][CH2:8][N:7]([C:10]([O:12][C:13]([CH3:16])([CH3:15])[CH3:14])=[O:11])[CH2:6][CH2:5]2)[CH:19]=[N:20][CH:21]=1)#[N:24] |f:2.3.4|. Procedure details: A mixture of Compound 2b (0.5 g, 2.26 mmol), 5-bromonicotinonitrile (0.511 g, 2.26 mmol), bis(triphenylphosphine)palladium(II)dichloride (80 mg, 0.05 mmol), CuI (43.1 mg, 0.1 mmol) in anhydrous and degassed triethylamine (12.6 mL) was heated at 80° C. under a nitrogen atmosphere for 2 h in a sealed vessel. The reaction mixture was cooled, filtered on Celite, poured into water and extracted with EtOAc. The combined organic layers were washed with brine, dried on Na2SO4 and evaporated to dryness i... The reactants are O.O.C(CC(O)(C(=O)[O-])CC(=O)[O-])(=O)[O-].[Na+].[Na+].[Na+] (trisodium citrate dihydrate). Run in O (water). The product is C(CC(O)(C(=O)O)CC(=O)O)(=O)O (citric acid). RXN SMILES: O.O.[C:3]([O-:15])(=[O:14])[CH2:4][C:5]([CH2:10][C:11]([O-:13])=[O:12])([C:7]([O-:9])=[O:8])[OH:6].[Na+].[Na+].[Na+]>O>[C:3]([OH:15])(=[O:14])[CH2:4][C:5]([CH2:10][C:11]([OH:13])=[O:12])([C:7]([OH:9])=[O:8])[OH:6] |f:0.1.2.3.4.5|. Reported procedure: 1.45 grams of trisodium citrate dihydrate in 20 ml of distilled water was added to 18,900 grams of xanthan broth to give an equivalent citric acid concentration of 50 ppm; i.e., citric acid concentration of 50 ppm was prepared by adding 77 ppm trisodium citrate dihydrate. The citric treated xanthan sample in a 5 gallon polyethylene carbuoy was then vigorously agitated in a New Brunswick rotary shaker for 1 hour to insure proper mixing. Reactants: C(C1=CC=CC=C1)OC1=C(OC(=CC1=O)CNS(=O)(=O)C1=CC=C(C=C1)C)C(=O)O (3-Benzyloxy-4-oxo-6-[(toluene-4-sulfonylamino)-methyl]-4H-pyran-2-carboxylic acid), C1(=CC=CC=C1)S(=O)(=O)C(C1=CC(C(=C(N1C)C(=O)O)OCC1=CC=CC=C1)=O)N (6-(benzene sulfonyl amino-methyl)-3-benzyloxy-1-methyl-4-oxo-1,4-dihydro-pyridine-2-carboxylic acid). Product: C(C1=CC=CC=C1)OC1=C(N(C(=CC1=O)CNS(=O)(=O)C1=CC=C(C=C1)C)C)C(=O)O (3-Benzyloxy-1-methyl-4-oxo-6-[(toluene-4-sulfonylamino)-methyl]-1,4-dihydro-pyridine-2-carboxylic acid). The yield is 70.5%. Reaction SMILES: [CH2:1]([O:8][C:9]1[C:14](=[O:15])[CH:13]=[C:12]([CH2:16][NH:17][S:18]([C:21]2[CH:26]=[CH:25][C:24]([CH3:27])=[CH:23][CH:22]=2)(=[O:20])=[O:19])O[C:10]=1[C:28]([OH:30])=[O:29])[C:2]1[CH:7]=[CH:6][CH:5]=[CH:4][CH:3]=1.C1(S(C(N)C2[N:46](C)[C:45](C(O)=O)=C(OCC3C=CC=CC=3)C(=O)C=2)(=O)=O)C=CC=CC=1>>[CH2:1]([O:8][C:9]1[C:14](=[O:15])[CH:13]=[C:12]([CH2:16][NH:17][S:18]([C:21]2[CH:26]=[CH:25][C:24]([CH3:27])=[CH:23][CH:22]=2)(=[O:20])=[O:19])[N:46]([CH3:45])[C:10]=1[C:28]([OH:30])=[O:29])[C:2]1[CH:7]=[CH:6][CH:5]=[CH:4][CH:3]=1. Procedure: 3-Benzyloxy-1-methyl-4-oxo-6-[(toluene-4-sulfonylamino)-methyl]-1,4-dihydro-pyridine-2-carboxylic acid (13-06) (1.6 g, 70.51%) was synthesized as a white solid from 3-benzyloxy-4-oxo-6-[(toluene-4-sulfonylamino)-methyl]-4H-pyran-2-carboxylic acid (12-06) (2.2 g, 5.13 mmol) following the procedure described for 6-(benzenesulfonylamino-methyl)-3-benzyloxy-1-methyl-4-oxo-1,4-dihydro-pyridine-2-carboxylic acid (13-01). Starting materials: C1(=CC=CC=C1)N1N(C(=CC1=O)N)C(=O)OCC (1-phenyl-2-ethoxycarbonyl-3-amino-3-pyrazolin-5-one), C1(=CC=CC=C1)N1N(C(=CC1=O)N)C(=O)OCC (1-phenyl-2-ethoxycarbonyl-3-amino-3-pyrazolin-5-one), C(CCCCCCCCCCCCCCC)(=O)Cl (palmitoylchloride), [Cl-].[Al+3].[Cl-].[Cl-] (aluminium chloride), CO (methanol). Solvent: [N+](=O)([O-])C1=CC=CC=C1 (nitrobenzene), O (water). Conditions: time 1 hour. Yields the product C1(=CC=CC=C1)N1N(C(=CC1=O)NC(CCCCCCCCCCCCCCC)=O)C(=O)OCC (1-phenyl-2-ethoxycarbonyl-3-palmitoylamino-3-pyrazolin-5-one). Reaction SMILES: [C:1]1([N:7]2[C:11](=[O:12])[CH:10]=[C:9]([NH2:13])[N:8]2[C:14]([O:16][CH2:17][CH3:18])=[O:15])[CH:6]=[CH:5][CH:4]=[CH:3][CH:2]=1.[C:19](Cl)(=[O:35])[CH2:20][CH2:21][CH2:22][CH2:23][CH2:24][CH2:25][CH2:26][CH2:27][CH2:28][CH2:29][CH2:30][CH2:31][CH2:32][CH2:33][CH3:34].[Cl-].[Al+3].[Cl-].[Cl-].CO>[N+](C1C=CC=CC=1)([O-])=O.O>[C:1]1([N:7]2[C:11](=[O:12])[CH:10]=[C:9]([NH:13][C:19](=[O:35])[CH2:20][CH2:21][CH2:22][CH2:23][CH2:24][CH2:25][CH2:26][CH2:27][CH2:28][CH2:29][CH2:30][CH2:31][CH2:32][CH2:33][CH3:34])[N:8]2[C:14]([O:16][CH2:17][CH3:18])=[O:15])[CH:2]=[CH:3][CH:4]=[CH:5][CH:6]=1 |f:2.3.4.5|. Reported procedure: 24.7 g (0.1 mole) of 1-phenyl-2-ethoxycarbonyl-3-amino-3-pyrazolin-5-one (compound 2) and 30.2 g (0.11 mole) of palmitoylchloride are dissolved consecutively in a solution of 13.3 g (0.1 mole) of anhydrous aluminium chloride in 100 ml of nitrobenzene. The mixture is stirred for 1 h at room temperature and poured out in 500 ml of water. The precipitate is stirred with methanol, filtered off, and recrystallized from ethanol.